Task: describe an organic reaction: reactants, conditions, products, and yield. Dataset: the Open Reaction Database (ORD), a public repository of structured organic reaction records Reported procedure: A 35% dispersion of potassium hydride in mineral oil (2.6 g, 23 mmol) in dimethylformamide (40 ml) was stirred and treated with 9-chloro-2,3,4,5-tetrahydro-3-methyl-1H-3-benzazepin-6-ol (4.0 g, 19 mmol), stirred for 20 minutes, treated with ethyl bromoacetate (3.8 g, 23 mmol) and stirred for 72 hours. The mixture was concentrated, partitioned between water and methylene chloride and the organic phase was washed, dried with magnesium sulfate and concentrated. The residue was chromatographed on si... Yields the product ClC1=CC=C(C2=C1CCN(CC2)C)OCC(=O)OCC (ethyl [(9-chloro-2,3,4,5-tetrahydro-3-methyl-1H-3-benzazepin-6-yl)oxy]acetate). RXN SMILES: [H-].[K+].[Cl:3][C:4]1[C:9]2[CH2:10][CH2:11][N:12]([CH3:15])[CH2:13][CH2:14][C:8]=2[C:7]([OH:16])=[CH:6][CH:5]=1.Br[CH2:18][C:19]([O:21][CH2:22][CH3:23])=[O:20]>CN(C)C=O>[Cl:3][C:4]1[C:9]2[CH2:10][CH2:11][N:12]([CH3:15])[CH2:13][CH2:14][C:8]=2[C:7]([O:16][CH2:18][C:19]([O:21][CH2:22][CH3:23])=[O:20])=[CH:6][CH:5]=1 |f:0.1|. The solvent is CN(C=O)C (dimethylformamide). Starting materials: BrCC(=O)OCC (ethyl bromoacetate), [H-].[K+] (potassium hydride), oil, ClC1=CC=C(C2=C1CCN(CC2)C)O (9-chloro-2,3,4,5-tetrahydro-3-methyl-1H-3-benzazepin-6-ol). Yield: 76.0%. Conditions: time 20 minute. Reactants: N=1NN=NC1C=1C=NC2=CC=CC=C2C1 (3-(2H-tetrazole-5-yl)-quinoline), N1=CC=CC=C1 (pyridine), C(C1=CC(C(=O)Cl)=CC=C1)(=O)Cl (isophthaloylchloride), O (water). Run in CCCCCC (hexane), C(Cl)(Cl)Cl (chloroform). Conditions: temperature 100 celsius. Yields the product N1=CC(=CC2=CC=CC=C12)C=1OC(=NN1)C1=CC(=CC=C1)C1=NN=C(O1)C=1C=NC2=CC=CC=C2C1 (1,3-bis[2-(quinoline-3-yl)-1,3,4-oxadiazole-5-yl]benzene). Isolated yield 82.0%. Reaction SMILES: N1N[N:3]=[N:4][C:5]=1[C:6]1[CH:7]=[N:8][C:9]2[C:14]([CH:15]=1)=[CH:13][CH:12]=[CH:11][CH:10]=2.[N:16]1[CH:21]=[CH:20][CH:19]=[CH:18][CH:17]=1.[C:22](Cl)(=[O:32])[C:23]1[CH:31]=[CH:30][CH:29]=[C:25]([C:26](Cl)=[O:27])[CH:24]=1.O>CCCCCC.C(Cl)(Cl)Cl>[N:16]1[C:21]2[C:20](=[CH:7][CH:6]=[CH:15][CH:14]=2)[CH:19]=[C:18]([C:5]2[O:32][C:22]([C:23]3[CH:31]=[CH:30][CH:29]=[C:25]([C:26]4[O:27][C:5]([C:6]5[CH:7]=[N:8][C:9]6[C:14]([CH:15]=5)=[CH:13][CH:12]=[CH:11][CH:10]=6)=[N:4][N:3]=4)[CH:24]=3)=[N:3][N:4]=2)[CH:17]=1. Procedure: After dissolving 4.0 g of 3-(2H-tetrazole-5-yl)-quinoline into 60 ml of dehydrated pyridine, 2.1 g of isophthaloylchloride was added. The mixture was heated to 100° C. and stirred under reflux for 3 hours. After cooling to a room temperature, the reaction solution was poured into water to collect a precipitated solid by suction filtration, and the solid was washed with water. The solid was dried under vacuum at 70° C. for 20 hours to obtain a grayish white crude product. After dissolving the thu... Yield: 59.0%. Yields the product N1(C=NC=C1)CCCC1=CC=C(OCC=2C=NC3=CC(=CC=C3C2)C2=CC=CC=C2)C=C1 (3-[4-[3-(1-imidazolyl)propyl]phenoxymethyl]-7-phenylquinoline). Reported procedure: In substantially the same manner as in Working Example 109, 1-[3-(4-hydroxyphenyl)propyl]imidazole was allowed to react with 3-chloromethyl-7-phenylquinoline to give 3-[4-[3-(1-imidazolyl)propyl]phenoxymethyl]-7-phenylquinoline. The yield was 59%. Recrystallization from ethanol gave colorless prisms, mp 135-136° C. Reaction SMILES: [OH:1][C:2]1[CH:7]=[CH:6][C:5]([CH2:8][CH2:9][CH2:10][N:11]2[CH:15]=[CH:14][N:13]=[CH:12]2)=[CH:4][CH:3]=1.Cl[CH2:17][C:18]1[CH:19]=[N:20][C:21]2[C:26]([CH:27]=1)=[CH:25][CH:24]=[C:23]([C:28]1[CH:33]=[CH:32][CH:31]=[CH:30][CH:29]=1)[CH:22]=2>>[N:11]1([CH2:10][CH2:9][CH2:8][C:5]2[CH:6]=[CH:7][C:2]([O:1][CH2:17][C:18]3[CH:19]=[N:20][C:21]4[C:26]([CH:27]=3)=[CH:25][CH:24]=[C:23]([C:28]3[CH:29]=[CH:30][CH:31]=[CH:32][CH:33]=3)[CH:22]=4)=[CH:3][CH:4]=2)[CH:15]=[CH:14][N:13]=[CH:12]1. Reactants: OC1=CC=C(C=C1)CCCN1C=NC=C1 (1-[3-(4-hydroxyphenyl)propyl]imidazole), ClCC=1C=NC2=CC(=CC=C2C1)C1=CC=CC=C1 (3-chloromethyl-7-phenylquinoline). Reactants: O=C(O)c1nc(-c2ccccc2Br)oc1C(F)(F)F, Nc1ccc(N2CCC(O)C2)nc1. Product: O=C(Nc1ccc(N2CCC(O)C2)nc1)c1nc(-c2ccccc2Br)oc1C(F)(F)F. RXN SMILES: [Br:1][c:2]1[c:3](-[c:8]2[o:9][c:10]([C:16]([F:17])([F:18])[F:19])[c:11]([C:13](=[O:14])[OH:15])[n:12]2)[cH:4][cH:5][cH:6][cH:7]1.[NH2:20][c:21]1[cH:22][cH:23][c:24]([N:27]2[CH2:28][CH:29]([OH:32])[CH2:30][CH2:31]2)[n:25][cH:26]1>>[Br:1][c:2]1[c:3](-[c:8]2[o:9][c:10]([C:16]([F:17])([F:18])[F:19])[c:11]([C:13](=[O:15])[NH:20][c:21]3[cH:22][cH:23][c:24]([N:27]4[CH2:28][CH:29]([OH:32])[CH2:30][CH2:31]4)[n:25][cH:26]3)[n:12]2)[cH:4][cH:5][cH:6][cH:7]1. Reactants: CC=C(O[Si](C)(C)C(C)(C)C)c1ccccc1-c1ccc2[nH]c(COc3ccc(C(F)(F)F)cc3)nc2c1, O=C(OO)c1cccc(Cl)c1, ClCCl. The product is CC1OC1(O[Si](C)(C)C(C)(C)C)c1ccccc1-c1ccc2[nH]c(COc3ccc(C(F)(F)F)cc3)nc2c1. Reaction SMILES: [C:1]([CH3:2])([CH3:3])([CH3:4])[Si:5]([O:6][C:7](=[CH:8][CH3:9])[c:10]1[c:11](-[c:16]2[cH:17][c:18]3[c:19]([nH:20][c:21]([CH2:23][O:24][c:25]4[cH:26][cH:27][c:28]([C:31]([F:32])([F:33])[F:34])[cH:29][cH:30]4)[n:22]3)[cH:35][cH:36]2)[cH:12][cH:13][cH:14][cH:15]1)([CH3:37])[CH3:38].[Cl:39][c:40]1[cH:41][c:42]([C:47](=[O:44])[O:48][OH:49])[cH:43][cH:45][cH:46]1.[Cl:50][CH2:51][Cl:52]>>[C:1]([CH3:2])([CH3:3])([CH3:4])[Si:5]([O:6][C:7]1([c:10]2[c:11](-[c:16]3[cH:17][c:18]4[c:19]([nH:20][c:21]([CH2:23][O:24][c:25]5[cH:26][cH:27][c:28]([C:31]([F:32])([F:33])[F:34])[cH:29][cH:30]5)[n:22]4)[cH:35][cH:36]3)[cH:12][cH:13][cH:14][cH:15]2)[CH:8]([CH3:9])[O:44]1)([CH3:37])[CH3:38]. Starting materials: Cl (hydrochloric acid), BrC1=C(C=CC=C1)C1=CC=C(C=C1)C(CCC(=O)OCC)=O (ethyl 4-(2'-bromo-4-biphenylyl)-4-oxo-butyrate), O.NN (hydrazine hydrate), [OH-].[K+] (potassium hydroxide). Solvent: CCOCC (ether), O (water), C(COCCO)O (diethyleneglycol), C1CCCCC1 (cyclohexane). Conditions: temperature 100 celsius. The product is BrC1=C(C=CC=C1)C1=CC=C(C=C1)CCCC(=O)O (4-(2'-Bromo-4-biphenylyl)-butyric acid). RXN SMILES: [Br:1][C:2]1[CH:7]=[CH:6][CH:5]=[CH:4][C:3]=1[C:8]1[CH:13]=[CH:12][C:11]([C:14](=O)[CH2:15][CH2:16][C:17]([O:19]CC)=[O:18])=[CH:10][CH:9]=1.O.NN.[OH-].[K+].Cl>CCOCC.C1CCCCC1.O.C(O)COCCO>[Br:1][C:2]1[CH:7]=[CH:6][CH:5]=[CH:4][C:3]=1[C:8]1[CH:13]=[CH:12][C:11]([CH2:14][CH2:15][CH2:16][C:17]([OH:19])=[O:18])=[CH:10][CH:9]=1 |f:1.2,3.4|. Procedure details: A mixture of 6.6 gm (0.018 mol) of ethyl 4-(2'-bromo-4-biphenylyl)-4-oxo-butyrate (m.p. 61°-62° C.), 3 gm of 100% hydrazine hydrate and 100 ml of diethyleneglycol was heated at 100° C. for 20 minutes. Then, 5 gm of pulverized potassium hydroxide were added. After refluxing for 5 hours, the reaction mixture was poured into 500 ml of water, acidified with dilute hydrochloric acid, and the precipitate was dissolved in ether. The ether solution was washed with water, dried and evaporated; the residu... Starting materials: NC=1SC=CN1 (2-AMINOTHIAZOLE), N1=CC=CC=C1 (Pyridine), BrC=1C=CC(=NC1)S(=O)(=O)Cl (5-Bromo-pyridine-2-sulfonyl chloride). Conditions: time 24 hour. The product is BrC=1C=CC(=NC1)S(=O)(=O)NC=1SC=CN1 (5-bromo-N-(thiazol-2-yl)pyridine-2-sulfonamide). As a reaction SMILES: [NH2:1][C:2]1[S:3][CH:4]=[CH:5][N:6]=1.N1C=CC=CC=1.[Br:13][C:14]1[CH:15]=[CH:16][C:17]([S:20](Cl)(=[O:22])=[O:21])=[N:18][CH:19]=1>>[Br:13][C:14]1[CH:15]=[CH:16][C:17]([S:20]([NH:1][C:2]2[S:3][CH:4]=[CH:5][N:6]=2)(=[O:22])=[O:21])=[N:18][CH:19]=1. Procedure: To 2-AMINOTHIAZOLE (0.29 g, 0.0029 mol) in Pyridine (2 mL, 0.02 mol) was added portionwise 5-Bromo-pyridine-2-sulfonyl chloride (0.50 g, 0.0019 mol). The reaction mixture was stirred at room temperature for 24 h. The reaction mixture was concentrated under reduced pressure, diluted with Ethyl acetate, washed with 1.0 N HCl, H2O and brine, dried with anhydrous sodium sulfate, filtered and concentrated to give the product was obtained as a yellow solid. Reactants: OO (H2O2), Cl (hydrochloric acid), COC(=O)C=1C=C2C(=NNC2=CC1)C=O (3-Formyl-1H-indazole-5-carboxylic acid methyl ester), NaH2PO4, [O-]Cl=O.[Na+] (NaClO2). The solvent is C(C)#N (acetonitrile), CN(C)C=O (DMF), O (water), O (water). Reaction conditions: time 16 hour. The product is COC(=O)C=1C=C2C(=NNC2=CC1)C(=O)O (1H-Indazole-3,5-dicarboxylic acid 5-methyl ester). The yield is 42.7%. As a reaction SMILES: [CH3:1][O:2][C:3]([C:5]1[CH:6]=[C:7]2[C:11](=[CH:12][CH:13]=1)[NH:10][N:9]=[C:8]2[CH:14]=[O:15])=[O:4].[O-:16]Cl=O.[Na+].OO.Cl>C(#N)C.CN(C=O)C.O>[CH3:1][O:2][C:3]([C:5]1[CH:6]=[C:7]2[C:11](=[CH:12][CH:13]=1)[NH:10][N:9]=[C:8]2[C:14]([OH:16])=[O:15])=[O:4] |f:1.2|. Procedure: To a solution of 5 g 3-Formyl-1H-indazole-5-carboxylic acid methyl ester in 100 mL acetonitrile and 8 mL DMF a solution of 4.4 g NaH2PO4 in 90 mL water was added dropwise at RT within 1 h. Then a solution of 4.2 g NaClO2 (80%) in 90 mL water followed by 5.3 mL H2O2 (30%) was added dropwise at 0° C. After stirring for 16 h at RT the reaction mixture was cooled to 0° C. followed by addition of 180 mL half-concentrated aqueous hydrochloric acid. The precipitated product was collected by filtration ...